From a dataset of the Open Reaction Database (ORD), a public repository of structured organic reaction records. describe an organic reaction: reactants, conditions, products, and yield Reactants: O.[OH-].[Cs+] (cesium hydroxide monohydrate), ClC=1C2=C(N(C(C(N1)CC1=CC3=CC=CC=C3C=C1)=O)C)C=CC(=C2)Cl (5,7-Dichloro-1-methyl-3-(naphthalen-2-ylmethyl)-1H-benzo[e][1,4]diazepin-2(3H)-one), NC1=NC=C(C=C1)B1OC(C)(C)C(C)(C)O1 (2-aminopyridine-5-boronic acid pinacol ester), [Cl-].[Li+] (lithium chloride). Reagents/catalysts: [Pd].C1(=CC=CC=C1)P(C1=CC=CC=C1)C1=CC=CC=C1.C1(=CC=CC=C1)P(C1=CC=CC=C1)C1=CC=CC=C1.C1(=CC=CC=C1)P(C1=CC=CC=C1)C1=CC=CC=C1.C1(=CC=CC=C1)P(C1=CC=CC=C1)C1=CC=CC=C1 (Tetrakis(triphenylphosphine) palladium(0)). Solvent: O (water), O1CCOCC1 (1,4-dioxane). Conditions: temperature 100 celsius. Yields the product NC1=CC=C(C=N1)C=1C2=C(N(C(C(N1)CC1=CC3=CC=CC=C3C=C1)=O)C)C=CC(=C2)Cl (5-(6-aminopyridin-3-yl)-7-chloro-1-methyl-3-(naphthalen-2-ylmethyl)-1H-benzo[e][1,4]diazepin-2(3H)-one). Yield: 30.5%. As a reaction SMILES: Cl[C:2]1[C:3]2[CH:25]=[C:24]([Cl:26])[CH:23]=[CH:22][C:4]=2[N:5]([CH3:21])[C:6](=[O:20])[CH:7]([CH2:9][C:10]2[CH:19]=[CH:18][C:17]3[C:12](=[CH:13][CH:14]=[CH:15][CH:16]=3)[CH:11]=2)[N:8]=1.[NH2:27][C:28]1[CH:33]=[CH:32][C:31](B2OC(C)(C)C(C)(C)O2)=[CH:30][N:29]=1.[Cl-].[Li+].O.[OH-].[Cs+]>[Pd].C1(P(C2C=CC=CC=2)C2C=CC=CC=2)C=CC=CC=1.C1(P(C2C=CC=CC=2)C2C=CC=CC=2)C=CC=CC=1.C1(P(C2C=CC=CC=2)C2C=CC=CC=2)C=CC=CC=1.C1(P(C2C=CC=CC=2)C2C=CC=CC=2)C=CC=CC=1.O.O1CCOCC1>[NH2:27][C:28]1[N:29]=[CH:30][C:31]([C:2]2[C:3]3[CH:25]=[C:24]([Cl:26])[CH:23]=[CH:22][C:4]=3[N:5]([CH3:21])[C:6](=[O:20])[CH:7]([CH2:9][C:10]3[CH:19]=[CH:18][C:17]4[C:12](=[CH:13][CH:14]=[CH:15][CH:16]=4)[CH:11]=3)[N:8]=2)=[CH:32][CH:33]=1 |f:2.3,4.5.6,7.8.9.10.11|. Procedure: 5,7-Dichloro-1-methyl-3-(naphthalen-2-ylmethyl)-1H-benzo[e][1,4]diazepin-2(3H)-one (0.40 g, 1.04 mmol), 2-aminopyridine-5-boronic acid pinacol ester (0.28 g, 1.25 mmol) and lithium chloride (0.13 g, 3.1 mmol) were added to 1,4-dioxane (4 mL). Nitrogen was bubbled into solution as reagents were added. Tetrakis(triphenylphosphine) palladium(0) (0.12 g, 0.10 mmol) was added followed by cesium hydroxide monohydrate (0.53 g, 3.1 mmol) and water (1 mL). After bubbling through nitrogen for 5 minutes th...